Dataset: the Open Reaction Database (ORD), a public repository of structured organic reaction records. Task: describe an organic reaction: reactants, conditions, products, and yield Starting materials: ClC1=CC=C(C=C1)C1N=C(NC1C1=CC=C(C=C1)Cl)S (4,5-bis-(4-chlorophenyl)-4,5-dihydro-1H-imidazole-2-thiol), ClC(S(=O)(=O)OCC(F)(F)F)(Cl)Cl (2,2,2-trifluoroethyl trichloromethanesulfonate). Yields the product Cl.ClC1=CC=C(C=C1)C1N=C(NC1C1=CC=C(C=C1)Cl)SCC(F)(F)F (4,5-Bis(4-chlorophenyl)-4,5-dihydro-2-(2,2,2-trifluoroethylthio)-1H-imidazole Hydrochloride). RXN SMILES: [Cl:1][C:2]1[CH:7]=[CH:6][C:5]([CH:8]2[CH:12]([C:13]3[CH:18]=[CH:17][C:16]([Cl:19])=[CH:15][CH:14]=3)[NH:11][C:10]([SH:20])=[N:9]2)=[CH:4][CH:3]=1.ClC(Cl)(Cl)S(O[CH2:27][C:28]([F:31])([F:30])[F:29])(=O)=O>>[ClH:1].[Cl:1][C:2]1[CH:3]=[CH:4][C:5]([CH:8]2[CH:12]([C:13]3[CH:18]=[CH:17][C:16]([Cl:19])=[CH:15][CH:14]=3)[NH:11][C:10]([S:20][CH2:27][C:28]([F:31])([F:30])[F:29])=[N:9]2)=[CH:6][CH:7]=1 |f:2.3|. Reported procedure: By the procedure described in Example 1, 2.0 g of 4,5-bis-(4-chlorophenyl)-4,5-dihydro-1H-imidazole-2-thiol was reacted with 2,2,2-trifluoroethyl trichloromethanesulfonate to give the title compound. Recrystallization from nitromethane afforded 850 mg of colorless crystals, m.p. 230° dec. The NMR and infrared spectra were consistent with this structure.